Dataset: the Open Reaction Database (ORD), a public repository of structured organic reaction records. Task: describe an organic reaction: reactants, conditions, products, and yield Reactants: C(C=C)OC1=C(C#N)C=CC(=C1)N (2-(allyloxy)-4-aminobenzonitrile), C(C=C)NC=1C2=C(N=C(N1)Cl)C(CC2)(C)C2=CC=C(C=C2)F (N-allyl-2-chloro-7-(4-fluorophenyl)-7-methyl-6,7-dihydro-5H-cyclopenta[d]pyrimidin-4-amine), OS(=O)(=O)O (H2SO4). Run in CN1C(CCC1)=O (N-Methyl-2-pyrrolidinone). Run at temperature 100 celsius, time 8 hour. The product is C(C=C)NC=1C2=C(N=C(N1)NC1=CC(=C(C#N)C=C1)OCC=C)C(CC2)C2=CC=C(C=C2)F (4-(4-(allylamino)-7-(4-fluorophenyl)-6,7-dihydro-5H-cyclopenta[d]pyrimidin-2-ylamino)-2-(allyloxy)benzonitrile). The yield is 26.1%. As a reaction SMILES: [CH2:1]([O:4][C:5]1[CH:12]=[C:11]([NH2:13])[CH:10]=[CH:9][C:6]=1[C:7]#[N:8])[CH:2]=[CH2:3].[CH2:14]([NH:17][C:18]1[C:19]2[CH2:27][CH2:26][C:25]([C:29]3[CH:34]=[CH:33][C:32]([F:35])=[CH:31][CH:30]=3)(C)[C:20]=2[N:21]=[C:22](Cl)[N:23]=1)[CH:15]=[CH2:16].OS(O)(=O)=O>CN1CCCC1=O>[CH2:14]([NH:17][C:18]1[C:19]2[CH2:27][CH2:26][CH:25]([C:29]3[CH:30]=[CH:31][C:32]([F:35])=[CH:33][CH:34]=3)[C:20]=2[N:21]=[C:22]([NH:13][C:11]2[CH:10]=[CH:9][C:6]([C:7]#[N:8])=[C:5]([O:4][CH2:1][CH:2]=[CH2:3])[CH:12]=2)[N:23]=1)[CH:15]=[CH2:16]. Reported procedure: To a solution of 2-(allyloxy)-4-aminobenzonitrile (Preparation D, 168 mg, 0.963 mmol), and N-allyl-2-chloro-7-(4-fluorophenyl)-7-methyl-6,7-dihydro-5H-cyclopenta[d]pyrimidin-4-amine (Preparation Ua, 204 mg, 0.642 mmol) in N-Methyl-2-pyrrolidinone (5135 μL) was added H2SO4 (54.7 μL, 1.027 mmol). The mixture was stirred at 100° C. overnight. The crude reaction mixture was purified by PREP HPLC: (50×250 mm HPLC XTerra C18.15 to 100% A:B over 40 min, 3 min at 100% B (A is 90:10:0.1 water:MeOH:TFA; B...